Dataset: the Open Reaction Database (ORD), a public repository of structured organic reaction records. Task: describe an organic reaction: reactants, conditions, products, and yield Reactants: CC1CC2=C(CN1)N=NN2C2=NC=CC=C2F (6-methyl-1-(3-fluoropyridin-2-yl)-4,5,6,7-tetrahydro-1H-[1,2,3]triazolo[4,5-c]pyridine), CC1CC2=C(CN1)N=NN2C2=NC=CC=C2F (6-Methyl-1-(3-fluoropyridin-2-yl)-4,5,6,7-tetrahydro-1H-[1,2,3]triazolo[4,5-c]pyridine), NC1=NC=CC=C1F (2-amino-3-fluoropyridine), ClC1=C(C(=O)Cl)C=CC=C1Cl (2,3-dichlorobenzoyl chloride), ClC1=C(C(=O)Cl)C=CC=C1C(F)(F)F (2-chloro-3-(trifluoromethyl)benzoyl chloride). Product: ClC1=C(C=CC=C1Cl)C(=O)N1CC2=C(CC1C)N(N=N2)C2=NC=CC=C2F ((2,3-Dichlorophenyl)(1-(3-fluoropyridin-2-yl)-6-methyl-6,7-dihydro-1H-[1,2,3]triazolo[4,5-c]pyridin-5(4H)-yl)methanone). RXN SMILES: [CH3:1][CH:2]1[NH:7][CH2:6][C:5]2[N:8]=[N:9][N:10]([C:11]3[C:16]([F:17])=[CH:15][CH:14]=[CH:13][N:12]=3)[C:4]=2[CH2:3]1.[Cl:18][C:19]1[C:27]([Cl:28])=[CH:26][CH:25]=[CH:24][C:20]=1[C:21](Cl)=[O:22].ClC1C(C(F)(F)F)=CC=CC=1C(Cl)=O.NC1C(F)=CC=CN=1>>[Cl:18][C:19]1[C:27]([Cl:28])=[CH:26][CH:25]=[CH:24][C:20]=1[C:21]([N:7]1[CH:2]([CH3:1])[CH2:3][C:4]2[N:10]([C:11]3[C:16]([F:17])=[CH:15][CH:14]=[CH:13][N:12]=3)[N:9]=[N:8][C:5]=2[CH2:6]1)=[O:22]. Reported procedure: Example 161 was prepared from 6-methyl-1-(3-fluoropyridin-2-yl)-4,5,6,7-tetrahydro-1H-[1,2,3]triazolo[4,5-c]pyridine using the conditions described in Example 63 Step 5 substituting 2,3-dichlorobenzoyl chloride for 2-chloro-3-(trifluoromethyl)benzoyl chloride. 6-Methyl-1-(3-fluoropyridin-2-yl)-4,5,6,7-tetrahydro-1H-[1,2,3]triazolo[4,5-c]pyridine was made using the route described in Example 116 beginning from 2-amino-3-fluoropyridine instead of 2-aminopyridine in step A. Subsequent steps were ca... Reactants: FC(C(=O)O)(F)F (Trifluoroacetic acid), C[C@@H](COC)OC=1C=C(C=C(C1)OC1=CC2=C(C(N(CO2)C)=O)C=C1)C(=O)NC1=NN(C=C1)C(=O)OC(C)(C)C (1,1-dimethylethyl 3-[({3-{[(1S)-1-methyl-2-(methyloxy)ethyl]oxy}-5-[(3-methyl-4-oxo-3,4-dihydro-2H-1,3-benzoxazin-7-yl)oxy]phenyl}carbonyl)amino]-1H-pyrazole-1-carboxylate). Solvent: C(Cl)Cl (DCM). Reaction conditions: time 2 hour. The product is C[C@@H](COC)OC=1C=C(C(=O)NC2=NNC=C2)C=C(C1)OC1=CC2=C(C(N(CO2)C)=O)C=C1 (3-{[(1S)-1-Methyl-2-(methyloxy)ethyl]oxy}-5-[(3-methyl-4-oxo-3,4-dihydro-2H-1,3-benzoxazin-7-yl)oxy]-N-1H-pyrazol-3-ylbenzamide). Isolated yield 35.1%. Reaction SMILES: FC(F)(F)C(O)=O.[CH3:8][C@H:9]([O:13][C:14]1[CH:15]=[C:16]([C:33]([NH:35][C:36]2[CH:40]=[CH:39][N:38](C(OC(C)(C)C)=O)[N:37]=2)=[O:34])[CH:17]=[C:18]([O:20][C:21]2[CH:32]=[CH:31][C:24]3[C:25](=[O:30])[N:26]([CH3:29])[CH2:27][O:28][C:23]=3[CH:22]=2)[CH:19]=1)[CH2:10][O:11][CH3:12]>C(Cl)Cl>[CH3:8][C@H:9]([O:13][C:14]1[CH:15]=[C:16]([CH:17]=[C:18]([O:20][C:21]2[CH:32]=[CH:31][C:24]3[C:25](=[O:30])[N:26]([CH3:29])[CH2:27][O:28][C:23]=3[CH:22]=2)[CH:19]=1)[C:33]([NH:35][C:36]1[CH:40]=[CH:39][NH:38][N:37]=1)=[O:34])[CH2:10][O:11][CH3:12]. Procedure: Trifluoroacetic acid (2 mL) was added to a solution of 1,1-dimethylethyl 3-[({3-{[(1S)-1-methyl-2-(methyloxy)ethyl]oxy}-5-[(3-methyl-4-oxo-3,4-dihydro-2H-1,3-benzoxazin-7-yl)oxy]phenyl}carbonyl)amino]-1H-pyrazole-1-carboxylate (190 mg, 0.34 mmol) in DCM (12 mL) and stirred at RT for 2 hours. The solvent was removed in vacuo and DCM (20 mL) added and the mixture washed with water (20 mL), saturated sodium bicarbonate solution (20 mL), brine (20 mL), dried (MgSO4), and reduced in vacuo to give the... The reactants are N1(CCCCC1)CCOC1=CC=C(C(=O)C=2C3=C(SC2C2=CC=C(C=C2)OCCN2CCCC2)C=C(C=C3)C(=O)N)C=C1 (3-[4-[2-(1-piperidinyl)ethoxy]benzoyl]-2-[4-[2-(1-pyrrolidinyl)ethoxy]phenyl]benzo[b]thiophene-6-carboxamide), C(C(=O)O)(=O)O (oxalic acid). Run in CCOC(=O)C (EtOAc), CCOC(=O)C (EtOAc). RXN SMILES: [N:1]1([CH2:7][CH2:8][O:9][C:10]2[CH:43]=[CH:42][C:13]([C:14]([C:16]3[C:17]4[CH:38]=[CH:37][C:36]([C:39]([NH2:41])=[O:40])=[CH:35][C:18]=4[S:19][C:20]=3[C:21]3[CH:26]=[CH:25][C:24]([O:27][CH2:28][CH2:29][N:30]4[CH2:34][CH2:33][CH2:32][CH2:31]4)=[CH:23][CH:22]=3)=[O:15])=[CH:12][CH:11]=2)[CH2:6][CH2:5][CH2:4][CH2:3][CH2:2]1.[C:44]([OH:49])(=[O:48])[C:45]([OH:47])=[O:46]>CCOC(C)=O>[C:44]([OH:49])(=[O:48])[C:45]([OH:47])=[O:46].[C:44]([OH:49])(=[O:48])[C:45]([OH:47])=[O:46].[N:1]1([CH2:7][CH2:8][O:9][C:10]2[CH:43]=[CH:42][C:13]([C:14]([C:16]3[C:17]4[CH:38]=[CH:37][C:36]([C:39]([NH2:41])=[O:40])=[CH:35][C:18]=4[S:19][C:20]=3[C:21]3[CH:22]=[CH:23][C:24]([O:27][CH2:28][CH2:29][N:30]4[CH2:34][CH2:33][CH2:32][CH2:31]4)=[CH:25][CH:26]=3)=[O:15])=[CH:12][CH:11]=2)[CH2:2][CH2:3][CH2:4][CH2:5][CH2:6]1 |f:3.4.5|. Procedure details: A solution of 3-[4-[2-(1-piperidinyl)ethoxy]benzoyl]-2-[4-[2-(1-pyrrolidinyl)ethoxy]phenyl]benzo[b]thiophene-6-carboxamide (Part E) (131 mg, 0.219 mmol) in EtOAc (8 mL) was treated with a solution of oxalic acid (49.3 mg, 0.548 mmol) in EtOAc (8 mL) to form a white suspension. After filtration and drying, 135 mg (79%) of the title compound was obtained as a white solid. Yields the product C(C(=O)O)(=O)O.C(C(=O)O)(=O)O.N1(CCCCC1)CCOC1=CC=C(C(=O)C=2C3=C(SC2C2=CC=C(C=C2)OCCN2CCCC2)C=C(C=C3)C(=O)N)C=C1 (3-[4-[2-(1-Piperidinyl)ethoxy]benzoyl]-2-[4-[2-(1-pyrrolidinyl)ethoxy]phenyl]benzo[b]thiophene-6-carboxamide Dioxalate). Isolated yield 79.3%. Reactants: COCCOC, CCOC(=O)CCc1ccn(C)c(=O)c1, CCOC=O, [H-], [Na+]. Product: CCOC(=O)C(C=O)Cc1ccn(C)c(=O)c1. Reaction SMILES: [CH2:23]([CH2:24][O:25][CH3:26])[O:27][CH3:28].[CH3:3][n:4]1[c:5](=[O:17])[cH:6][c:7]([CH2:10][CH2:11][C:12](=[O:13])[O:14][CH2:15][CH3:16])[cH:8][cH:9]1.[CH:18](=[O:19])[O:20][CH2:21][CH3:22].[H-:1].[Na+:2]>>[CH3:3][n:4]1[c:5](=[O:17])[cH:6][c:7]([CH2:10][CH:11]([C:12](=[O:13])[O:14][CH2:15][CH3:16])[CH:18]=[O:19])[cH:8][cH:9]1. Starting materials: C([C@@H](O)[C@H](O)C(=O)O)(=O)O (d-Tartaric acid), OS(=O)(=O)O (H2SO4), C(C(F)(F)F)O (trifluoroethanol). Yields the product C(=O)(OCC(F)(F)F)[C@@H](O)[C@H](O)C(=O)OCC(F)(F)F (Di-(2,2,2-trifluoroethyl) d-tartrate). The yield is 33.0%. As a reaction SMILES: [C:1]([OH:10])(=[O:9])[C@H:2]([C@@H:4]([C:6]([OH:8])=[O:7])[OH:5])[OH:3].OS(O)(=O)=O.[CH2:16](O)[C:17]([F:20])([F:19])[F:18]>>[C:6]([C@H:4]([C@@H:2]([C:1]([O:10][CH2:16][C:17]([F:20])([F:19])[F:18])=[O:9])[OH:3])[OH:5])([O:8][CH2:16][C:17]([F:20])([F:19])[F:18])=[O:7]. Procedure details: d-Tartaric acid (23; 25 g, 0.17 mol), trifluoroethanol (200 ml) and H2SO4 (59 mL) were magnetically stirred and heated under reflux for 22 h. The solution was cooled to room temperature, partitioned between H2O and CH2C2. The H2O layer was extracted with CH2Cl2 (2×150 mL). The combined organic layers were washed with saturated aqueous NaHCO3, and brine, then filtered through a bed of Celite and evaporated in vacuo. The residue was dissolved in ethyl ether and filtered through a plug of silica. T... The reactants are Cl (HCl), C(C)(C)(C)OC(NCCCCN1C2CC(C=3C(=C(C=C(CC1)C32)OC)OC)=O)=O ([4-(7,8-Dimethoxy-1-oxo-2,2a,4,5-tetrahydro-1H-3-aza-acenaphthylen-3-yl)-butyl]-carbamic acid tert-butyl ester). The solvent is CCOCC (Et2O), C(Cl)Cl (CH2Cl2), C(C)O (ethanol). Yields the product Cl.Cl.NCCCCN1C2CC(C=3C(=C(C=C(CC1)C32)OC)OC)=O (3-(4-Amino-butyl)-7,8-dimethoxy-2a,3,4,5-tetrahydro-2H-3-aza-acenaphthylen-1-one dihydro-chloride). Yield: 80.0%. As a reaction SMILES: C(OC(=O)[NH:7][CH2:8][CH2:9][CH2:10][CH2:11][N:12]1[CH2:22][CH2:21][C:20]2[C:23]3[CH:13]1[CH2:14][C:15](=[O:28])[C:16]=3[C:17]([O:26][CH3:27])=[C:18]([O:24][CH3:25])[CH:19]=2)(C)(C)C.[ClH:30]>C(Cl)Cl.C(O)C.CCOCC>[ClH:30].[ClH:30].[NH2:7][CH2:8][CH2:9][CH2:10][CH2:11][N:12]1[CH2:22][CH2:21][C:20]2[C:23]3[CH:13]1[CH2:14][C:15](=[O:28])[C:16]=3[C:17]([O:26][CH3:27])=[C:18]([O:24][CH3:25])[CH:19]=2 |f:5.6.7|. Procedure: [4-(7,8-Dimethoxy-1-oxo-2,2a,4,5-tetrahydro-1H-3-aza-acenaphthylen-3-yl)-butyl]-carbamic acid tert-butyl ester (498 mg, 1.22 mmol) is dissolved in a mixture of CH2Cl2 (10 ml) and ethanol (2 ml) and a solution of 2 N HCl in Et2O is added (6 ml, 12 mmol). A brown precipitate appears, which is collected by filtration (367 mg, 80% yield). The reactants are C1(=CC=CC=C1)[O-].CS(=O)C (phenolate DMSO), alicyclic C--H, C1=CC2=C1C=CC(=C2)N2C(C=1C(C2=O)=CC(=CC1)[N+](=O)[O-])=O (N-4-benzocyclobutenyl 4-nitrophthalimide), IR(KBr). Solvent: O (H2O). Conditions: temperature 35 celsius, time 2 hour. Yields the product C1=CC2=C1C=CC(=C2)N2C(C=1C(C2=O)=CC(=CC1)OC1=CC(=CC=C1)C#CC1=CC=CC=C1)=O (N-4-Benzocyclobutenyl-4-(3-phenylethynyl phenoxy)-phthalimide). As a reaction SMILES: [C:1]1([O-:7])[CH:6]=[CH:5][CH:4]=[CH:3][CH:2]=1.CS(C)=O.[CH:12]1[C:15]2[CH:16]=[CH:17][C:18]([N:20]3[C:24](=[O:25])[C:23]4=[CH:26][C:27]([N+]([O-])=O)=[CH:28][CH:29]=[C:22]4[C:21]3=[O:33])=[CH:19][C:14]=2[CH:13]=1>O>[CH:12]1[C:15]2[CH:16]=[CH:17][C:18]([N:20]3[C:24](=[O:25])[C:23]4=[CH:26][C:27]([O:7][C:1]5[CH:6]=[CH:5][CH:4]=[C:3]([C:12]#[C:13][C:14]6[CH:19]=[CH:18][CH:17]=[CH:16][CH:15]=6)[CH:2]=5)=[CH:28][CH:29]=[C:22]4[C:21]3=[O:33])=[CH:19][C:14]=2[CH:13]=1 |f:0.1|. Procedure details: The dark phenolate/DMSO solution was allowed to cool to about 35° C. in an oil bath. N-4-benzocyclobutenyl 4-nitrophthalimide (1.00g, 3.40 mmol) was added next. The resultant reaction mixture was stirred under N2 at 30°-35° C. for another 21/2 hours. Then, the reaction mixture was poured into a separatory funnel containing about 300 ml of H2O and extracted with ethyl acetate (100 ml, 3×50 ml). The organic extract was then washed with saturated NaCl solution (2×150 ml) and dried over MgSO4. The v... Reactants: C1COCCO1, [Li+], CCOC(=O)c1cc2cccnc2n(-c2ccc3c(c2)OCCO3)c1=O, [OH-], O, O. The product is O=C(O)c1cc2cccnc2n(-c2ccc3c(c2)OCCO3)c1=O. RXN SMILES: [CH2:31]1[O:32][CH2:33][CH2:34][O:35][CH2:36]1.[Li+:29].[O:1]1[c:2]2[c:3]([cH:7][c:8](-[n:11]3[c:12](=[O:26])[c:13]([C:21](=[O:22])[O:23][CH2:24][CH3:25])[cH:14][c:15]4[cH:16][cH:17][cH:18][n:19][c:20]34)[cH:9][cH:10]2)[O:4][CH2:5][CH2:6]1.[OH-:28].[OH2:27].[OH2:30]>>[O:1]1[c:2]2[c:3]([cH:7][c:8](-[n:11]3[c:12](=[O:26])[c:13]([C:21](=[O:22])[OH:23])[cH:14][c:15]4[cH:16][cH:17][cH:18][n:19][c:20]34)[cH:9][cH:10]2)[O:4][CH2:5][CH2:6]1. Starting materials: ClC1=NC=C(C(=N1)C1=CNC2=CC=CC=C12)C (3-(2-chloro-5-methylpyrimidin-4-yl)-1H-indole), COC=1C=C(C=CC1[N+](=O)[O-])N1CCC(CC1)N(C(OC(C)(C)C)=O)C (tert-butyl 1-(3-methoxy-4-nitrophenyl)piperidin-4-yl(methyl)carbamate), ClC1=NC=C(C(=N1)C1=CNC2=CC=CC=C12)C (3-(2-chloro-5-methylpyrimidin-4-yl)-1H-indole), COC=1C=C(C=CC1[N+](=O)[O-])N1CCC(CC1)N(C(OC(C)(C)C)=O)C (tert-butyl 1-(3-methoxy-4-nitrophenyl)piperidin-4-yl(methyl)carbamate). Product: N1C=C(C2=CC=CC=C12)C1=NC(=NC=C1C)NC1=C(C=C(C=C1)N1CCC(CC1)NC)OC (4-(1H-Indol-3-yl)-N-(2-methoxy-4-(4-(methylamino)piperidin-1-yl)phenyl)-5-methylpyrimidin-2-amine). Reaction SMILES: Cl[C:2]1[N:7]=[C:6]([C:8]2[C:16]3[C:11](=[CH:12][CH:13]=[CH:14][CH:15]=3)[NH:10][CH:9]=2)[C:5]([CH3:17])=[CH:4][N:3]=1.[CH3:18][O:19][C:20]1[CH:21]=[C:22]([N:29]2[CH2:34][CH2:33][CH:32]([N:35](C)[C:36](=O)OC(C)(C)C)[CH2:31][CH2:30]2)[CH:23]=[CH:24][C:25]=1[N+:26]([O-])=O>>[NH:10]1[C:11]2[C:16](=[CH:15][CH:14]=[CH:13][CH:12]=2)[C:8]([C:6]2[C:5]([CH3:17])=[CH:4][N:3]=[C:2]([NH:26][C:25]3[CH:24]=[CH:23][C:22]([N:29]4[CH2:34][CH2:33][CH:32]([NH:35][CH3:36])[CH2:31][CH2:30]4)=[CH:21][C:20]=3[O:19][CH3:18])[N:7]=2)=[CH:9]1. Procedure details: Starting materials: 3-(2-chloro-5-methylpyrimidin-4-yl)-1H-indole (INTERMEDIATE 1) and tert-butyl 1-(3-methoxy-4-nitrophenyl)piperidin-4-yl(methyl)carbamate (INTERMEDIATE 10).